Dataset: the Open Reaction Database (ORD), a public repository of structured organic reaction records. Task: describe an organic reaction: reactants, conditions, products, and yield Reactants: FC1=C(C(=O)O)C=C(C(=C1F)F)F (2,3,4,5-tetrafluorobenzoic acid), C(C(=O)Cl)(=O)Cl (oxalyl chloride), C(=O)(O)[O-].[Na+] (NaHCO3), C(C)O (ethanol). The reagents and catalysts are CN(C=O)C (N,N-dimethylformamide). The solvent is ClCCl (dichloromethane). Run at temperature 0 celsius, time 5 minute. Yields the product C(C)OC(C1=C(C(=C(C(=C1)F)F)F)F)=O (2,3,4,5-Tetrafluorobenzoic acid ethyl ester). Isolated yield 100.3%. RXN SMILES: [F:1][C:2]1[C:10]([F:11])=[C:9]([F:12])[C:8]([F:13])=[CH:7][C:3]=1[C:4]([OH:6])=[O:5].[C:14](Cl)(=O)[C:15](Cl)=O.C(O)C.C([O-])(O)=O.[Na+]>ClCCl.CN(C)C=O>[CH2:14]([O:5][C:4](=[O:6])[C:3]1[CH:7]=[C:8]([F:13])[C:9]([F:12])=[C:10]([F:11])[C:2]=1[F:1])[CH3:15] |f:3.4|. Procedure details: A solution of 2,3,4,5-tetrafluorobenzoic acid (4.68 g, 24.1 mmol) in dichloromethane (50 mL) at 0° C. is treated with oxalyl chloride (11.5 mL, 132 mmol) followed by N,N-dimethylformamide (4 drops). The mixture is stirred at 0° C. for 5 minutes and then at room temperature for 1.5 hours. The mixture is concentrated to dryness and subsequently co-evaporated from benzene. The resulting acid chloride is diluted with dichloromethane (50 mL), cooled to 0° C., and anhydrous ethanol (15.0 mL, 256 mmol)...